Dataset: the Open Reaction Database (ORD), a public repository of structured organic reaction records. Task: describe an organic reaction: reactants, conditions, products, and yield Starting materials: ClC1=C(C=C(C(=O)Cl)C=C1)[N+](=O)[O-] (4-chloro-3-nitrobenzoyl chloride), FC1=C(C=CC=C1)N (2-Fluoro-phenylamine). The product is ClC1=C(C=C(C(=O)NC2=C(C=CC=C2)F)C=C1)[N+](=O)[O-] (4-Chloro-N-(2-fluoro-phenyl)-3-nitro-benzamide). Reaction SMILES: [Cl:1][C:2]1[CH:10]=[CH:9][C:5]([C:6](Cl)=[O:7])=[CH:4][C:3]=1[N+:11]([O-:13])=[O:12].[F:14][C:15]1[CH:20]=[CH:19][CH:18]=[CH:17][C:16]=1[NH2:21]>>[Cl:1][C:2]1[CH:10]=[CH:9][C:5]([C:6]([NH:21][C:16]2[CH:17]=[CH:18][CH:19]=[CH:20][C:15]=2[F:14])=[O:7])=[CH:4][C:3]=1[N+:11]([O-:13])=[O:12]. Procedure details: A mixture of 4-chloro-3-nitrobenzoyl chloride was reacted with 2-Fluoro-phenylamine to produce 4-Chloro-N-(2-fluoro-phenyl)-3-nitro-benzamide according to the procedure of Example 10A, which was treated sequentially using the procedures from Examples 22A and 22B to provide the title product.